From a dataset of the Open Reaction Database (ORD), a public repository of structured organic reaction records. describe an organic reaction: reactants, conditions, products, and yield Reactants: FC(C=1C=C(C=CC1)C=1N=NC(=CC1C1=CC=NC=C1)C1CCN(CC1)C(=O)OCC1=CC=CC=C1)(F)F (3-(3-trifluoromethylphenyl)-4-(pyridin-4-yl)-6-(N-carbobenzoxypiperidin-4-yl)pyridazine), [H-].[H-].[H-].[H-].[Li+].[Al+3] (LAH), [O-]S(=O)(=O)[O-].[Na+].[Na+] (Na2SO4). The solvent is C1CCOC1 (THF). Conditions: temperature 60 celsius, time 2 hour. Yields the product FC(C=1C=C(C=CC1)C=1N=NC(=CC1C1=CC=NC=C1)C1CCN(CC1)C)(F)F (3-(3-trifluoromethylphenyl )-4(pyridine-4-yl)-6-(N-methylpiperidin-4-yl)pyridazine). Isolated yield 53.8%. Reaction SMILES: [F:1][C:2]([F:38])([F:37])[C:3]1[CH:4]=[C:5]([C:9]2[N:10]=[N:11][C:12]([CH:21]3[CH2:26][CH2:25][N:24]([C:27](OCC4C=CC=CC=4)=O)[CH2:23][CH2:22]3)=[CH:13][C:14]=2[C:15]2[CH:20]=[CH:19][N:18]=[CH:17][CH:16]=2)[CH:6]=[CH:7][CH:8]=1.[H-].[H-].[H-].[H-].[Li+].[Al+3].[O-]S([O-])(=O)=O.[Na+].[Na+]>C1COCC1>[F:38][C:2]([F:1])([F:37])[C:3]1[CH:4]=[C:5]([C:9]2[N:10]=[N:11][C:12]([CH:21]3[CH2:22][CH2:23][N:24]([CH3:27])[CH2:25][CH2:26]3)=[CH:13][C:14]=2[C:15]2[CH:16]=[CH:17][N:18]=[CH:19][CH:20]=2)[CH:6]=[CH:7][CH:8]=1 |f:1.2.3.4.5.6,7.8.9|. Procedure: Under Ar, a solution of 15 (0.73 g, 1.4 mmol) in THF (175 mL) was treated with LAH (0.37 g, 9.7 mmol). After addition, the reaction was heated at 60° C. After 2 h, the reaction was cooled to room temperature and treated with saturated Na2SO4 until a suspension results. The reaction mixture was filtered and the filtrate washed with EtOAc. The organic was washed with H2O, brine, dried, filtered and concentrated to dryness. The residue was treated with Et2O-hexanes, filtered and dried to yield 0.3 ... The reactants are C(Br)(Br)(Br)Br (carbon tetrabromide), C1(=CC=CC=C1)P(C1=CC=CC=C1)C1=CC=CC=C1 (triphenylphosphine), C(Br)(Br)(Br)Br (Carbon tetrabromide), C1(=CC=CC=C1)P(C1=CC=CC=C1)C1=CC=CC=C1 (triphenylphosphine), IC1=C(C=C(C=C1)C(F)(F)F)CO ([2-iodo-5-(trifluoromethyl)phenyl]methanol), IC1=C(C=C(C=C1)C(F)(F)F)CO ([2-iodo-5-(trifluoromethyl)phenyl]methanol). The solvent is C(Cl)Cl (CH2Cl2). Run at time 48 hour. Yields the product BrCC1=C(C=CC(=C1)C(F)(F)F)I (2-(bromomethyl)-1-iodo-4-(trifluoromethyl)benzene). RXN SMILES: [C:1]([Br:5])(Br)(Br)Br.C1(P(C2C=CC=CC=2)C2C=CC=CC=2)C=CC=CC=1.[I:25][C:26]1[CH:31]=[CH:30][C:29]([C:32]([F:35])([F:34])[F:33])=[CH:28][C:27]=1CO>C(Cl)Cl>[Br:5][CH2:1][C:27]1[CH:28]=[C:29]([C:32]([F:34])([F:35])[F:33])[CH:30]=[CH:31][C:26]=1[I:25]. Procedure details: Carbon tetrabromide (1.86 g; 5.6 mmol) and triphenylphosphine (1.47 g; 5.6 mmol) were added successively to a stirred solution of [2-iodo-5-(trifluoromethyl)phenyl]methanol (Intermediate 10, 1.13 g; 3.74 mmol) in CH2Cl2 (25 mL) at 0° C. under N2. The reaction was stirred at room temperature for 48 h. A second equivalent of carbon tetrabromide (1.2 g; 3.74 mmol) and triphenylphosphine (0.98 g; 3.74 mmol) was added and the reaction was stirred an additional 14 h. The solvent was removed in vacuo a...